This data is from the Open Reaction Database (ORD), a public repository of structured organic reaction records. The task is: describe an organic reaction: reactants, conditions, products, and yield Starting materials: C(C)OP(=O)(C)C(C=1C2=C(SC1)C=CC(=C2)Cl)C(N)=O ([carbamoyl-(5-chloro-benzo[b]thiophen-3-yl)-methyl]-methyl-phosphinic acid ethyl ester), C(=O)([O-])[O-].[Cs+].[Cs+] (Cs2CO3), CNCCNC (N,N′-dimethyl-ethylenediamine), BrC=CC1=CC(=C(C=C1)F)F (4-(2-bromo-vinyl)-1,2-difluoro-benzene). The reagents and catalysts are [Cu]I (copper (I) iodide). Run in CN(C(C)=O)C (N,N-dimethylacetamide), CN(C(C)=O)C (DMA). Conditions: temperature 80 celsius, time 20 minute. Yields the product C(C)OP(=O)(C)C(C(NC=CC1=CC(=C(C=C1)F)F)=O)C=1C2=C(SC1)C=CC(=C2)Cl ({(5-Chloro-benzo[b]thiophen-3-yl)-[2-(3,4-difluoro-phenyl)-vinylcarbamoyl]-methyl}-methyl-phosphinic acid ethyl ester). RXN SMILES: [CH2:1]([O:3][P:4]([CH:7]([C:18](=[O:20])[NH2:19])[C:8]1[C:9]2[CH:16]=[C:15]([Cl:17])[CH:14]=[CH:13][C:10]=2[S:11][CH:12]=1)([CH3:6])=[O:5])[CH3:2].C([O-])([O-])=O.[Cs+].[Cs+].CNCCNC.Br[CH:34]=[CH:35][C:36]1[CH:41]=[CH:40][C:39]([F:42])=[C:38]([F:43])[CH:37]=1>CN(C)C(=O)C.[Cu]I>[CH2:1]([O:3][P:4]([CH:7]([C:8]1[C:9]2[CH:16]=[C:15]([Cl:17])[CH:14]=[CH:13][C:10]=2[S:11][CH:12]=1)[C:18](=[O:20])[NH:19][CH:34]=[CH:35][C:36]1[CH:41]=[CH:40][C:39]([F:42])=[C:38]([F:43])[CH:37]=1)([CH3:6])=[O:5])[CH3:2] |f:1.2.3|. Reported procedure: A 3 L 4-necked round-bottomed flask equipped with addition funnel, mechanical stirrer, nitrogen inlet, heating mantle and thermocouple was charged with [carbamoyl-(5-chloro-benzo[b]thiophen-3-yl)-methyl]-methyl-phosphinic acid ethyl ester (100 g, 0.3 mol), Cs2CO3 (58.6 g, 0.18 mol), N,N-dimethylacetamide (DMA) (300 mL, anhydrous 99.8%), N,N′-dimethyl-ethylenediamine (10.6 g, 0.12 mol) and copper (I) iodide (11.4 g, 0.06 mol) and the resulting mixture heated to about 80° C., under nitrogen. To th... Reactants: COC(=O)CCc1cc2cc(OCCCNC(=O)OCc3ccccc3)ccc2[nH]1, CCO, [Pd]. Product: COC(=O)CCc1cc2cc(OCCCN)ccc2[nH]1. As a reaction SMILES: [CH2:1]([O:2][C:3](=[O:4])[NH:11][CH2:12][CH2:13][CH2:14][O:15][c:16]1[cH:17][c:18]2[cH:19][c:20]([CH2:25][CH2:26][C:27](=[O:28])[O:29][CH3:30])[nH:21][c:22]2[cH:23][cH:24]1)[c:5]1[cH:6][cH:7][cH:8][cH:9][cH:10]1.[CH3:31][CH2:32][OH:33].[Pd:34]>>[NH2:11][CH2:12][CH2:13][CH2:14][O:15][c:16]1[cH:17][c:18]2[cH:19][c:20]([CH2:25][CH2:26][C:27](=[O:28])[O:29][CH3:30])[nH:21][c:22]2[cH:23][cH:24]1. Starting materials: OC1=C(C2=CC=C(C=C2C=C1)O)C=O (2, 6-dihydroxy-1-naphthaldehyde), OC=1C(=CC2=CC=CC=C2C1)C(=O)NN (3-hydroxy-2-naphthoic hydrazide). Yields the product OC1=C(C2=CC=C(C=C2C=C1)O)C=NNC(=O)C1=CC2=CC=CC=C2C=C1O (3-Hydroxy-2-naphthoic (2, 6-dihydroxy-1-naphthylmethylene) hydrazide). Yield: 72.0%. As a reaction SMILES: [OH:1][C:2]1[CH:11]=[CH:10][C:9]2[C:4](=[CH:5][CH:6]=[C:7]([OH:12])[CH:8]=2)[C:3]=1[CH:13]=O.[OH:15][C:16]1[C:17]([C:26]([NH:28][NH2:29])=[O:27])=[CH:18][C:19]2[C:24]([CH:25]=1)=[CH:23][CH:22]=[CH:21][CH:20]=2>>[OH:1][C:2]1[CH:11]=[CH:10][C:9]2[C:4](=[CH:5][CH:6]=[C:7]([OH:12])[CH:8]=2)[C:3]=1[CH:13]=[N:29][NH:28][C:26]([C:17]1[C:16]([OH:15])=[CH:25][C:24]2[C:19](=[CH:20][CH:21]=[CH:22][CH:23]=2)[CH:18]=1)=[O:27]. Procedure details: Following the general procedure of Example 1, condensation of 2, 6-dihydroxy-1-naphthaldehyde and 3-hydroxy-2-naphthoic hydrazide yielded a yellow solid (72%): mp>280° C.; 1H NMR d 11.89 (s, 1 H), 11.75 (br s, 1 H), 10.90 (br s, 1 H), 9.14 (s, 1 H), 9.03 (s, 1 H), 8.06 (s, 1 H), 7.75 (d, 1 H, J=9.0 Hz), 7.48 (d, 1 H, J=8.4 Hz), 7.33 (d, 1 H, J=8.4 Hz), 7.28 (d, 1 H, J=9.0 Hz), 7.07 (t, 1 H, J=7.6 Hz), 6.92 (t, 1 H, J=7.4 Hz), 6.75-6.67 (m, 3 H), 6.90 (m, 2 H); 13C NMR d 163.06, 155.90, 153.93, 1... Starting materials: C[Si](C)(C)[N-][Si](C)(C)C, COc1cccc2c1C(C)C(=O)N2, Cc1ccccc1, CO, Cl, CI, [K+], C1CCOC1. Yields the product COc1cccc2c1C(C)(C)C(=O)N2. RXN SMILES: [CH3:14][Si:15]([N-:16][Si:17]([CH3:18])([CH3:19])[CH3:20])([CH3:21])[CH3:22].[CH3:1][O:2][c:3]1[c:4]2[c:8]([cH:9][cH:10][cH:11]1)[NH:7][C:6](=[O:12])[CH:5]2[CH3:13].[CH3:27][c:28]1[cH:29][cH:30][cH:31][cH:32][cH:33]1.[CH3:34][OH:35].[ClH:26].[I:24][CH3:25].[K+:23].[O:36]1[CH2:37][CH2:38][CH2:39][CH2:40]1>>[CH3:1][O:2][c:3]1[c:4]2[c:8]([cH:9][cH:10][cH:11]1)[NH:7][C:6](=[O:12])[C:5]2([CH3:13])[CH3:14]. The reactants are C(C)(C)(C)OC(=O)N[C@@]1([C@@H]2[C@H]([C@@H]2C(C1)=O)C(=O)O)C(=O)O ((1S,2S,5R,6R)-2-(tert-butoxycarbonylamino)-4-oxo-bicyclo[3.1.0]hexane-2,6-dicarboxylic acid), C([O-])([O-])=O.[Cs+].[Cs+] (cesium carbonate), C(C1=CC=CC=C1)Br (benzyl bromide). The solvent is CN(C=O)C (N,N-dimethylformamide). Run at time 8 hour. Product: C(C)(C)(C)OC(=O)N[C@@]1([C@@H]2[C@H]([C@@H]2C(C1)=O)C(=O)OCC1=CC=CC=C1)C(=O)OCC1=CC=CC=C1 (Dibenzyl(1S,2S,5R,6R)-2-tert-butoxycarbonylamino-4-oxo-bicyclo[3.1.0]hexane-2,6-dicarboxylate). Yield: 78.5%. Reaction SMILES: [CH2:1](Br)[C:2]1[CH:7]=[CH:6][CH:5]=[CH:4][CH:3]=1.[C:9]([O:13][C:14]([NH:16][C@@:17]1([C:27]([OH:29])=[O:28])[CH2:22][C:21](=[O:23])[C@@H:20]2[C@H:18]1[C@H:19]2[C:24]([OH:26])=[O:25])=[O:15])([CH3:12])([CH3:11])[CH3:10].C(=O)([O-])[O-].[Cs+].[Cs+]>CN(C)C=O>[C:9]([O:13][C:14]([NH:16][C@@:17]1([C:27]([O:29][CH2:1][C:2]2[CH:7]=[CH:6][CH:5]=[CH:4][CH:3]=2)=[O:28])[CH2:22][C:21](=[O:23])[C@@H:20]2[C@H:18]1[C@H:19]2[C:24]([O:26][CH2:1][C:2]1[CH:7]=[CH:6][CH:5]=[CH:4][CH:3]=1)=[O:25])=[O:15])([CH3:12])([CH3:10])[CH3:11] |f:2.3.4|. Reported procedure: Add benzyl bromide (8.69 mL, 72.9 mmol) dropwise to a stirred suspension of (1S,2S,5R,6R)-2-(tert-butoxycarbonylamino)-4-oxo-bicyclo[3.1.0]hexane-2,6-dicarboxylic acid (7.27 g, 24.3 mmol) and cesium carbonate (15.83 g, 48.6 mmol) in dry N,N-dimethylformamide (60 mL). Stir the resulting mixture at room temperature overnight under nitrogen. Quench with water and dilute with ethyl acetate. Extract the aqueous phase with ethyl acetate (3 times) and wash the organic layers with brine and water. Dry o...